From a dataset of the Open Reaction Database (ORD), a public repository of structured organic reaction records. describe an organic reaction: reactants, conditions, products, and yield The reactants are [Cl-].COC1=C(C[P+](C2=CC=CC=C2)(C2=CC=CC=C2)C2=CC=CC=C2)C(=CC(=C1C)OC)C (2,4-dimethoxy-3,6-dimethyl-benzyl-triphenyl-phosphonium chloride), C(C)OC(C=C(C=CC=C(C)C=O)C)=O (7-formyl-3-methyl-octa-2,4,6-trien-1-oic acid ethyl ester). The product is C(C)OC(C=C(C=CC=C(C=CC1=C(C(=C(C=C1C)OC)C)OC)C)C)=O (9-(2,4-dimethoxy-3,6-dimethyl-phenyl)-3,7-dimethyl-nona-2,4,6,8-tetraen-1-oic acid ethyl ester). Reaction SMILES: [Cl-].[CH3:2][O:3][C:4]1[C:29]([CH3:30])=[C:28]([O:31][CH3:32])[CH:27]=[C:26]([CH3:33])[C:5]=1[CH2:6][P+](C1C=CC=CC=1)(C1C=CC=CC=1)C1C=CC=CC=1.[CH2:34]([O:36][C:37](=[O:48])[CH:38]=[C:39]([CH3:47])[CH:40]=[CH:41][CH:42]=[C:43]([CH:45]=O)[CH3:44])[CH3:35]>>[CH2:34]([O:36][C:37](=[O:48])[CH:38]=[C:39]([CH3:47])[CH:40]=[CH:41][CH:42]=[C:43]([CH3:45])[CH:44]=[CH:6][C:5]1[C:26]([CH3:33])=[CH:27][C:28]([O:31][CH3:32])=[C:29]([CH3:30])[C:4]=1[O:3][CH3:2])[CH3:35] |f:0.1|. Procedure details: By the procedure of Example 1, 2,4-dimethoxy-3,6-dimethyl-benzyl-triphenyl-phosphonium chloride is reacted with 7-formyl-3-methyl-octa-2,4,6-trien-1-oic acid ethyl ester to obtain 9-(2,4-dimethoxy-3,6-dimethyl-phenyl)-3,7-dimethyl-nona-2,4,6,8-tetraen-1-oic acid ethyl ester. Starting materials: CC(=O)Oc1ccc(C(=O)O)cc1, [Cl-], CCCCCCCCc1ccc(O)c(N)c1, C1COCCO1, O, c1ccncc1. Yields the product CCCCCCCCc1ccc(O)c(NC(=O)c2ccc(OC(C)=O)cc2)c1. As a reaction SMILES: [C:2]([CH3:3])(=[O:4])[O:5][c:6]1[cH:7][cH:8][c:9]([C:10](=[O:11])[OH:12])[cH:13][cH:14]1.[Cl-:1].[NH2:15][c:16]1[c:17]([OH:30])[cH:18][cH:19][c:20]([CH2:22][CH2:23][CH2:24][CH2:25][CH2:26][CH2:27][CH2:28][CH3:29])[cH:21]1.[O:31]1[CH2:32][CH2:33][O:34][CH2:35][CH2:36]1.[OH2:43].[cH:37]1[cH:38][cH:39][n:40][cH:41][cH:42]1>>[C:2]([CH3:3])(=[O:4])[O:5][c:6]1[cH:7][cH:8][c:9]([C:10](=[O:12])[NH:15][c:16]2[c:17]([OH:30])[cH:18][cH:19][c:20]([CH2:22][CH2:23][CH2:24][CH2:25][CH2:26][CH2:27][CH2:28][CH3:29])[cH:21]2)[cH:13][cH:14]1. The reactants are CCCCc1nc2c(C)ccc(OCc3ccccc3)c2n1Cc1ccc(-c2ccccc2C(=O)OC(C)(C)C)cc1, CO, [H][H], [OH-], [OH-], [Pd+2]. The product is CCCCc1nc2c(C)ccc(O)c2n1Cc1ccc(-c2ccccc2C(=O)OC(C)(C)C)cc1. Reaction SMILES: [CH2:1]([CH2:2][CH2:3][CH3:4])[c:5]1[n:6][c:7]2[c:8]([n:9]1[CH2:10][c:11]1[cH:12][cH:13][c:14](-[c:17]3[c:18]([C:23](=[O:24])[O:25][C:26]([CH3:27])([CH3:28])[CH3:29])[cH:19][cH:20][cH:21][cH:22]3)[cH:15][cH:16]1)[c:30]([O:35][CH2:36][c:37]1[cH:38][cH:39][cH:40][cH:41][cH:42]1)[cH:31][cH:32][c:33]2[CH3:34].[CH3:45][OH:46].[H:43][H:44].[OH-:47].[OH-:49].[Pd+2:48]>>[CH2:1]([CH2:2][CH2:3][CH3:4])[c:5]1[n:6][c:7]2[c:8]([n:9]1[CH2:10][c:11]1[cH:12][cH:13][c:14](-[c:17]3[c:18]([C:23](=[O:24])[O:25][C:26]([CH3:27])([CH3:28])[CH3:29])[cH:19][cH:20][cH:21][cH:22]3)[cH:15][cH:16]1)[c:30]([OH:35])[cH:31][cH:32][c:33]2[CH3:34]. The reactants are [N+](=O)([O-])C=1C=C(C=CC1Cl)S(=O)(=O)N1C2=C(CCCC1)C=CC=C2 (1-(3-nitro-4-chloro-benzenesulfonyl)-2,3,4,5-tetrahydro-1H-benzo[b]azepine), S(=O)([O-])S(=O)[O-].[Na+].[Na+] (sodium hydrosulfite), C(C)(=O)OCC (Ethyl acetate), [NH4+].[Cl-] (NH4Cl). The solvent is C1CCOC1 (THF), O (water). Conditions: time 2 hour. Product: ClC1=C(C=C(C=C1)S(=O)(=O)N1C2=C(CCCC1)C=CC=C2)N (2-chloro-5-(2,3,4,5-tetrahydro-benzo[b]azepine-1-sulfonyl)-phenylamine). Isolated yield 100.9%. As a reaction SMILES: [N+:1]([C:4]1[CH:5]=[C:6]([S:11]([N:14]2[CH2:20][CH2:19][CH2:18][CH2:17][C:16]3[CH:21]=[CH:22][CH:23]=[CH:24][C:15]2=3)(=[O:13])=[O:12])[CH:7]=[CH:8][C:9]=1[Cl:10])([O-])=O.S(S([O-])=O)([O-])=O.[Na+].[Na+].C(OCC)(=O)C.[NH4+].[Cl-]>C1COCC1.O>[Cl:10][C:9]1[CH:8]=[CH:7][C:6]([S:11]([N:14]2[CH2:20][CH2:19][CH2:18][CH2:17][C:16]3[CH:21]=[CH:22][CH:23]=[CH:24][C:15]2=3)(=[O:12])=[O:13])=[CH:5][C:4]=1[NH2:1] |f:1.2.3,5.6|. Reported procedure: To 1-(3-nitro-4-chloro-benzenesulfonyl)-2,3,4,5-tetrahydro-1H-benzo[b]azepine (3.6 g, 10 mmol) in THF (50 mL) and water (50 mL) was added sodium hydrosulfite (10.2 g, 50 mmol). The mixture was stirred at ambient temperature for 2 hrs. Ethyl acetate (150 mL) and sat. NH4Cl (150 mL) were added. The organic layer was separated, washed with brine (2×50 mL) and dried over MgSO4. Concentration and purification by silica gel column chromatography eluting with hexane/ethyl acetate (4/1 to 1/1) yielded 2... The reactants are BrC=1C=C(C=CC1)C1=NC(=NC(=N1)C1=CC=CC=C1)C1=CC=CC=C1 (2-(3-bromophenyl)-4,6-diphenyl-1,3,5-triazine), C=CC1=CC=C(C=C1)B(O)O (4-styreneboronic acid), P(=O)([O-])([O-])[O-] (phosphate). Solvent: C1CCOC1 (THF), C([O-])([O-])=O.[Na+].[Na+] (sodium carbonate). The product is C1(=CC=CC=C1)C1=NC(=NC(=N1)C1=CC=CC=C1)C=1C=C(C=CC1)C1=CC=C(C=C1)C=C (2,4-Diphenyl-6-(4′-vinylbiphenyl-3-yl)-1,3,5-triazine). Reaction SMILES: Br[C:2]1[CH:3]=[C:4]([C:8]2[N:13]=[C:12]([C:14]3[CH:19]=[CH:18][CH:17]=[CH:16][CH:15]=3)[N:11]=[C:10]([C:20]3[CH:25]=[CH:24][CH:23]=[CH:22][CH:21]=3)[N:9]=2)[CH:5]=[CH:6][CH:7]=1.[CH2:26]=[CH:27][C:28]1[CH:33]=[CH:32][C:31](B(O)O)=[CH:30][CH:29]=1.P([O-])([O-])([O-])=O>C1COCC1.C(=O)([O-])[O-].[Na+].[Na+]>[C:14]1([C:12]2[N:11]=[C:10]([C:20]3[CH:21]=[CH:22][CH:23]=[CH:24][CH:25]=3)[N:9]=[C:8]([C:4]3[CH:3]=[C:2]([C:31]4[CH:32]=[CH:33][C:28]([CH:27]=[CH2:26])=[CH:29][CH:30]=4)[CH:7]=[CH:6][CH:5]=3)[N:13]=2)[CH:19]=[CH:18][CH:17]=[CH:16][CH:15]=1 |f:4.5.6|. Reported procedure: 1.16 g (0.003 mol) of 2-(3-bromophenyl)-4,6-diphenyl-1,3,5-triazine, 0.74 g (0.005 mol) of 4-styreneboronic acid and 0.023 g (0.02 mmol) of tetrakispalladium phosphate are stirred under reflux for 24 h in 45 ml of THF and 30 ml of 1M sodium carbonate solution. The reactants are CCN(C(C)C)C(C)C, Clc1ccc(N2CCNCC2)cc1Cl, CCCc1cc(CCC=O)n(-c2ccccc2)n1. Yields the product CCCc1cc(CCCN2CCN(c3ccc(Cl)c(Cl)c3)CC2)n(-c2ccccc2)n1. RXN SMILES: [CH:33]([N:34]([CH2:35][CH3:36])[CH:37]([CH3:38])[CH3:39])([CH3:40])[CH3:41].[Cl:19][c:20]1[cH:21][c:22]([N:27]2[CH2:28][CH2:29][NH:30][CH2:31][CH2:32]2)[cH:23][cH:24][c:25]1[Cl:26].[c:1]1(-[n:7]2[n:8][c:9]([CH2:16][CH2:17][CH3:18])[cH:10][c:11]2[CH2:12][CH2:13][CH:14]=[O:15])[cH:2][cH:3][cH:4][cH:5][cH:6]1>>[c:1]1(-[n:7]2[n:8][c:9]([CH2:16][CH2:17][CH3:18])[cH:10][c:11]2[CH2:12][CH2:13][CH2:14][N:30]2[CH2:29][CH2:28][N:27]([c:22]3[cH:21][c:20]([Cl:19])[c:25]([Cl:26])[cH:24][cH:23]3)[CH2:32][CH2:31]2)[cH:2][cH:3][cH:4][cH:5][cH:6]1. Reactants: NC=1C(=CC(=NC1)OCCN1CCCCC1)N[C@H]1CC[C@H](CC1)C(=O)NC(C)C (cis-4-(5-amino-2-(2-(piperidin-1-yl)ethoxy)pyridin-4-ylamino)-N-isopropylcyclohexanecarboxamide), C(C)(C)NC(=O)[C@@H]1CC[C@@H](CC1)NC1=CC(=NC=C1[N+](=O)[O-])OCCOC1OCCCC1 (cis-N-isopropyl-4-(5-nitro-2-(2-(tetrahydro-2H-pyran-2-yloxy)ethoxy)pyridin-4-ylamino)cyclohexanecarboxamide). Yields the product NC=1C(=CC(=NC1)OCCO)N[C@H]1CC[C@H](CC1)C(=O)NC(C)C (cis-4-(5-Amino-2-(2-hydroxyethoxy)pyridin-4-ylamino)-N-isopropylcyclohexane-carboxamide). Reaction SMILES: NC1C(N[C@@H]2CC[C@H](C(NC(C)C)=O)CC2)=CC(OCCN2CCCCC2)=NC=1.[CH:30]([NH:33][C:34]([C@H:36]1[CH2:41][CH2:40][C@@H:39]([NH:42][C:43]2[C:48]([N+:49]([O-])=O)=[CH:47][N:46]=[C:45]([O:52][CH2:53][CH2:54][O:55]C3CCCCO3)[CH:44]=2)[CH2:38][CH2:37]1)=[O:35])([CH3:32])[CH3:31]>>[NH2:49][C:48]1[C:43]([NH:42][C@@H:39]2[CH2:40][CH2:41][C@H:36]([C:34]([NH:33][CH:30]([CH3:32])[CH3:31])=[O:35])[CH2:37][CH2:38]2)=[CH:44][C:45]([O:52][CH2:53][CH2:54][OH:55])=[N:46][CH:47]=1. Procedure: The title compound was synthesized using a method analogous to the preparation of cis-4-(5-amino-2-(2-(piperidin-1-yl)ethoxy)pyridin-4-ylamino)-N-isopropylcyclohexanecarboxamide starting from cis-N-isopropyl-4-(5-nitro-2-(2-(tetrahydro-2H-pyran-2-yloxy)ethoxy)pyridin-4-ylamino)cyclohexanecarboxamide, resulting in the deprotection of the -THP alcohol. MS m/z=337.2 [M+H], calc 336.43 for C17H28N4O3.